This data is from the Open Reaction Database (ORD), a public repository of structured organic reaction records. The task is: describe an organic reaction: reactants, conditions, products, and yield Reactants: BrCc1ccco1, CCOC(=O)N1CCC(c2c[nH]c3cc(F)ccc23)CC1, CCOCC. The product is CCOC(=O)N1CCC(c2cn(Cc3ccco3)c3cc(F)ccc23)CC1. RXN SMILES: [Br:22][CH2:23][c:24]1[o:25][cH:26][cH:27][cH:28]1.[CH2:1]([CH3:2])[O:3][C:4](=[O:5])[N:6]1[CH2:7][CH2:8][CH:9]([c:12]2[cH:13][nH:14][c:15]3[cH:16][c:17]([F:21])[cH:18][cH:19][c:20]23)[CH2:10][CH2:11]1.[CH2:29]([O:30][CH2:31][CH3:32])[CH3:33]>>[CH2:1]([CH3:2])[O:3][C:4](=[O:5])[N:6]1[CH2:7][CH2:8][CH:9]([c:12]2[cH:13][n:14]([CH2:23][c:24]3[o:25][cH:26][cH:27][cH:28]3)[c:15]3[cH:16][c:17]([F:21])[cH:18][cH:19][c:20]23)[CH2:10][CH2:11]1. The reactants are COC(=O)C(=CC1CCCC1)c1ccc(-n2nnnc2C)c(S(C)(=O)=O)c1, CCO, [Na+], [OH-]. The product is Cc1nnnn1-c1ccc(C(=CC2CCCC2)C(=O)O)cc1S(C)(=O)=O. RXN SMILES: [CH3:1][O:2][C:3]([C:4](=[CH:5][CH:6]1[CH2:7][CH2:8][CH2:9][CH2:10]1)[c:11]1[cH:12][c:13]([S:23](=[O:24])(=[O:25])[CH3:26])[c:14](-[n:17]2[n:18][n:19][n:20][c:21]2[CH3:22])[cH:15][cH:16]1)=[O:27].[CH3:30][CH2:31][OH:32].[Na+:29].[OH-:28]>>[O:2]=[C:3]([C:4](=[CH:5][CH:6]1[CH2:7][CH2:8][CH2:9][CH2:10]1)[c:11]1[cH:12][c:13]([S:23](=[O:24])(=[O:25])[CH3:26])[c:14](-[n:17]2[n:18][n:19][n:20][c:21]2[CH3:22])[cH:15][cH:16]1)[OH:27]. The reactants are CC1=CC=C(C(C(=O)O)=C1)O (5-methyl salicylic acid), S(O)(O)(=O)=O (sulfuric acid), C(C)O (ethanol). The product is CC1=CC=C(C(C(=O)OCC)=C1)O (Ethyl 5-methylsalicylate). Reaction SMILES: [CH3:1][C:2]1[CH:10]=[C:6]([C:7]([OH:9])=[O:8])[C:5]([OH:11])=[CH:4][CH:3]=1.S(=O)(=O)(O)O.[CH2:17](O)[CH3:18]>>[CH3:1][C:2]1[CH:10]=[C:6]([C:7]([O:9][CH2:17][CH3:18])=[O:8])[C:5]([OH:11])=[CH:4][CH:3]=1. Procedure: To a solution of 5-methyl salicylic acid (9.90 g) in ethanol (100 ml) was added concentrated sulfuric acid (1.0 g) and the mixture was refluxed under heating for 21 hr. The reaction mixture was concentrated to give an oil mainly containing the objective compound. The reactants are COC=1C=CC2=C(C=C(O2)C(=O)OC)C1 (Methyl 5-methoxybenzofuran-2-carboxylate), S(=O)(=O)(Cl)Cl (sulfuryl chloride). Run in ClCCl (dichloromethane). Reaction conditions: temperature 20 celsius, time 5 hour. The product is ClC1=C(C=CC2=C1C=C(O2)C(=O)OC)OC (Methyl 4-chloro-5-methoxybenzofuran-2-carboxylate). Isolated yield 95.4%. Reaction SMILES: [CH3:1][O:2][C:3]1[CH:4]=[CH:5][C:6]2[O:10][C:9]([C:11]([O:13][CH3:14])=[O:12])=[CH:8][C:7]=2[CH:15]=1.S(Cl)([Cl:19])(=O)=O>ClCCl>[Cl:19][C:15]1[C:7]2[CH:8]=[C:9]([C:11]([O:13][CH3:14])=[O:12])[O:10][C:6]=2[CH:5]=[CH:4][C:3]=1[O:2][CH3:1]. Procedure details: Methyl 5-methoxybenzofuran-2-carboxylate (5.22 g, 25.3 mmol) was dissolved in dichloromethane, and sulfuryl chloride (3.76 g, 27.9 mmol) was added at such rate to maintain a temperature of 20° C. After stirring for 5 h the solution was dripped slowly onto ice water (70 mL). The organic phase was then washed with water, aqueous saturated NaHCO3 and again with water. The layers were separated and the organic portion was passed through a phase separation cartridge and evaporated to afford a solid (... Reactants: IC1=C(OC=2C(=NC(=NC2)N)N)C=C(C=C1)C#C[Si](C)(C)C (5-(2-Iodo-5-trimethylsilanylethynyl-phenoxy)-pyrimidine-2,4-diamine), [F-].[K+] (potassium fluoride). Reagents/catalysts: Br (HBr). Run in CN(C)C=O (DMF), O (water), CCOC(=O)C (EtOAc), [NH4+].[OH-] (NH4OH). Reaction conditions: time 30 minute. Product: C(#C)C=1C=CC(=C(OC=2C(=NC(=NC2)N)N)C1)I (5-(5-Ethynyl-2-iodo-phenoxy)-pyrimidine-2,4-diamine). The yield is 43.3%. As a reaction SMILES: [I:1][C:2]1[CH:16]=[CH:15][C:14]([C:17]#[C:18][Si](C)(C)C)=[CH:13][C:3]=1[O:4][C:5]1[C:6]([NH2:12])=[N:7][C:8]([NH2:11])=[N:9][CH:10]=1.[F-].[K+]>Br.CN(C=O)C.O.CCOC(C)=O.[NH4+].[OH-]>[C:17]([C:14]1[CH:15]=[CH:16][C:2]([I:1])=[C:3]([CH:13]=1)[O:4][C:5]1[C:6]([NH2:12])=[N:7][C:8]([NH2:11])=[N:9][CH:10]=1)#[CH:18] |f:1.2,7.8|. Procedure: A mixture of 5-(2-Iodo-5-trimethylsilanylethynyl-phenoxy)-pyrimidine-2,4-diamine (0.4 g, 2.36 mmol), potassium fluoride (41 mg, 7.07 mmol) and HBr (2 drops of 48% aqueous solution) in DMF was stirred at room temperature for 30 minutes. The reaction mixture was diluted with water and EtOAc and basified with 1 mL NH4OH. The organic layer was separated, washed with water and brine, dried over MgSO4, filtered and concentrated under reduced pressure. The residue was chromatographed on silica (4% MeOH...